This data is from the Open Reaction Database (ORD), a public repository of structured organic reaction records. The task is: describe an organic reaction: reactants, conditions, products, and yield Reactants: [Br-], CC(=O)OC1COC(Br)C(OC(C)=O)C1OC(C)=O, CCCC[N+](CCCC)(CCCC)CCCC, ClCCl, [Na+], [OH-], O, O=Cc1ccc(O)cc1. Product: CC(=O)OC1COC(Oc2ccc(C=O)cc2)C(OC(C)=O)C1OC(C)=O. As a reaction SMILES: [Br-:31].[C:12]([CH3:13])(=[O:14])[O:15][CH:16]1[CH:17]([Br:30])[O:18][CH2:19][CH:20]([O:26][C:27]([CH3:28])=[O:29])[CH:21]1[O:22][C:23]([CH3:24])=[O:25].[CH3:32][CH2:33][CH2:34][CH2:35][N+:36]([CH2:37][CH2:38][CH2:39][CH3:40])([CH2:41][CH2:42][CH2:43][CH3:44])[CH2:45][CH2:46][CH2:47][CH3:48].[Cl:49][CH2:50][Cl:51].[Na+:11].[OH-:10].[OH2:52].[OH:1][c:2]1[cH:3][cH:4][c:5]([CH:6]=[O:7])[cH:8][cH:9]1>>[O:1]([c:2]1[cH:3][cH:4][c:5]([CH:6]=[O:7])[cH:8][cH:9]1)[CH:17]1[CH:16]([O:15][C:12]([CH3:13])=[O:14])[CH:21]([O:22][C:23]([CH3:24])=[O:25])[CH:20]([O:26][C:27]([CH3:28])=[O:29])[CH2:19][O:18]1. The reactants are C(C#C)N1C(=C(C2=CC=CC=C12)C=O)C(F)(F)F (1-(2-propynyl)-2-trifluoromethyl-3-formyl-(1H)-indol), O1CCCC1 (tetrahydrofuran), [BH4-].[K+] (potassium borohydride). The solvent is O (water). Product: C(C#C)N1C(=C(C2=CC=CC=C12)CO)C(F)(F)F (1-(2-propynyl)-2-trifluoromethyl-(1H)-indol-3-yl methanol). The yield is 100.3%. As a reaction SMILES: [CH2:1]([N:4]1[C:12]2[C:7](=[CH:8][CH:9]=[CH:10][CH:11]=2)[C:6]([CH:13]=[O:14])=[C:5]1[C:15]([F:18])([F:17])[F:16])[C:2]#[CH:3].O1CCCC1.[BH4-].[K+]>O>[CH2:1]([N:4]1[C:12]2[C:7](=[CH:8][CH:9]=[CH:10][CH:11]=2)[C:6]([CH2:13][OH:14])=[C:5]1[C:15]([F:18])([F:16])[F:17])[C:2]#[CH:3] |f:2.3|. Procedure details: 5.54 g of 1-(2-propynyl)-2-trifluoromethyl-3-formyl-(1H)-indol, 120 ml of tetrahydrofuran and 20 ml of water were mixed together at +5° and 2 g of potassium borohydride were added in small fractions. The mixture was concentrated to a small volume by distillation under reduced pressure and ethyl ether was added. The organic phase was washed with salted water and concentrated to dryness by distillation under reduced pressure to obtain 5.6 g of 1-(2-propynyl)-2-trifluoromethyl-(1H)-indol-3-yl metha... The reactants are C(CCCCCCCCCCCCCCCCC)O (stearyl alcohol), C1(=CC=CC=C1)[C@H](C)O ((S)-(-)-1-phenylethanol). Run at temperature 90 celsius, time 12 hour. The product is C1(=CC=CC=C1)[C@@H](C)O ((R)-(+)-1-phenylethanol). Yield: 96.0%. As a reaction SMILES: C(O)CCCCCCCCCCCCCCCCC.[C:20]1([C@@H:26]([OH:28])[CH3:27])[CH:25]=[CH:24][CH:23]=[CH:22][CH:21]=1>>[C:20]1([C@H:26]([OH:28])[CH3:27])[CH:25]=[CH:24][CH:23]=[CH:22][CH:21]=1. Procedure: To the distillation residue were added 270 g of stearyl alcohol and 10 g of Lipase PL. The mixture was subjected to ultrasonication in the same manner as described above to regulate the particle size of the lipase in such a manner that 95% or more of the particles had a particle size of 20 to 50 μm. The water content of the reaction system was 0.04% by weight. The mixture was stirred at 90° C. and 350 rpm under reduced pressure of 3 mmHg for 12 hours to carry out interesterification while recove... Reaction SMILES: [CH2:2]([N:3]=[C:4]=[N:5][CH2:6][CH2:7][CH2:8][N:9]([CH3:10])[CH3:11])[CH3:12].[CH2:32]([Cl:33])[Cl:34].[ClH:1].[c:13]1([CH2:19][C:20](=[O:21])[NH:22][C:23]2([C:29](=[O:30])[OH:31])[CH2:24][CH2:25][CH2:26][CH2:27][CH2:28]2)[cH:14][cH:15][cH:16][cH:17][cH:18]1>>[c:13]1([CH2:19][C:20]2=[N:22][C:23]3([CH2:24][CH2:25][CH2:26][CH2:27][CH2:28]3)[C:29](=[O:30])[O:31]2)[cH:14][cH:15][cH:16][cH:17][cH:18]1. The product is O=C1OC(Cc2ccccc2)=NC12CCCCC2. Starting materials: CCN=C=NCCCN(C)C, ClCCl, Cl, O=C(Cc1ccccc1)NC1(C(=O)O)CCCCC1. Procedure: To a solution of methyl 4-(hydroxy(2-methyl-1,2,3,4-tetrahydropyrimido[1,6-a]indol-5-yl)methyl)benzoate (400 mg) in 60 mL of CH2Cl2 was added 0.5 g of Dess-Martin reagent. After stirring for 10 min at r.t., the reaction was quenched with 25 mL of saturated aqueous solution of NaHCO3 and the CH2Cl2 phase was dried over Na2SO4, filtered, and concentrated. The residue was purified by silica gel chromatography eluted with up to 10% MeOH/EtOAc to give 80 mg of the title product as white solid. The yield is 20.1%. Product: CN1CN2C(=C(C3=CC=CC=C23)C(=O)C2=CC=C(C(=O)OC)C=C2)CC1 (methyl 4-(2-methyl-1,2,3,4-tetrahydropyrimido[1,6-a]indole-5-carbonyl)benzoate). The reactants are OC(C1=CC=C(C(=O)OC)C=C1)C1=C2N(C3=CC=CC=C13)CN(CC2)C (methyl 4-(hydroxy(2-methyl-1,2,3,4-tetrahydropyrimido[1,6-a]indol-5-yl)methyl)benzoate), CC(=O)OI1(C=2C=CC=CC2C(=O)O1)(OC(=O)C)OC(=O)C (Dess-Martin reagent). As a reaction SMILES: [OH:1][CH:2]([C:13]1[C:21]2[C:16](=[CH:17][CH:18]=[CH:19][CH:20]=2)[N:15]2[CH2:22][N:23]([CH3:26])[CH2:24][CH2:25][C:14]=12)[C:3]1[CH:12]=[CH:11][C:6]([C:7]([O:9][CH3:10])=[O:8])=[CH:5][CH:4]=1.CC(OI1(OC(C)=O)(OC(C)=O)OC(=O)C2C=CC=CC1=2)=O>C(Cl)Cl>[CH3:26][N:23]1[CH2:24][CH2:25][C:14]2=[C:13]([C:2]([C:3]3[CH:12]=[CH:11][C:6]([C:7]([O:9][CH3:10])=[O:8])=[CH:5][CH:4]=3)=[O:1])[C:21]3[C:16]([N:15]2[CH2:22]1)=[CH:17][CH:18]=[CH:19][CH:20]=3. Run at time 10 minute. Solvent: C(Cl)Cl (CH2Cl2). The reactants are C(C)OC(CS(=O)(=O)C1=C(C2=C(C(=NO2)C2=C(C=CC=C2)F)C=C1)Cl)=O (ethyl[[7-chloro-3-(2-fluorophenyl)-1,2-benzisoxazol-6-yl]sulfonyl]acetate), [OH-].[Na+] (NaOH), ice. The solvent is CO (methanol). Conditions: time 4 hour. Yields the product ClC1=C(C=CC=2C(=NOC21)C2=C(C=CC=C2)F)S(=O)(=O)CC(=O)O ([[7-chloro-3-(2-fluorophenyl)-1,2-benzisoxazol-6-yl]sulfonyl]acetic acid). Yield: 55.0%. RXN SMILES: C([O:3][C:4](=[O:26])[CH2:5][S:6]([C:9]1[CH:24]=[CH:23][C:12]2[C:13]([C:16]3[CH:21]=[CH:20][CH:19]=[CH:18][C:17]=3[F:22])=[N:14][O:15][C:11]=2[C:10]=1[Cl:25])(=[O:8])=[O:7])C.[OH-].[Na+]>CO>[Cl:25][C:10]1[C:11]2[O:15][N:14]=[C:13]([C:16]3[CH:21]=[CH:20][CH:19]=[CH:18][C:17]=3[F:22])[C:12]=2[CH:23]=[CH:24][C:9]=1[S:6]([CH2:5][C:4]([OH:26])=[O:3])(=[O:8])=[O:7] |f:1.2|. Procedure: 4.9 g (12.3 mmol) of ethyl[[7-chloro-3-(2-fluorophenyl)-1,2-benzisoxazol-6-yl]sulfonyl]acetate was added to 500 ml of methanol and 40 ml of 15% aqueous NaOH was added to the suspension. A yellow solution resulted and within 15 minutes a creamy precipitate formed. After stirring four hours at room temperature the reaction mixture was poured into an ice/dilute HCl mixture and the precipitate was filtered, dried, and recrystallized from toluene to afford a white solid, 2.5 g of [[7-chloro-3-(2-fluo... Reactants: C(#N)NC(SC)=NCC#C (N-cyano-N'-(2-propyn-1-yl)-S-methylisothiourea), N1=C(C=CC=C1)CSCCN (2-[(2-pyridyl)methylthio]ethylamine). Product: C(#N)NC(=NCCSCC1=NC=CC=C1)NCC#C (N-Cyano-N'-(2-propyn-1-yl)-N"-{2-[(2-pyridyl)methylthio]-ethyl}guanidine). RXN SMILES: [C:1]([NH:3][C:4](=[N:7][CH2:8][C:9]#[CH:10])SC)#[N:2].[N:11]1[CH:16]=[CH:15][CH:14]=[CH:13][C:12]=1[CH2:17][S:18][CH2:19][CH2:20][NH2:21]>>[C:1]([NH:3][C:4]([NH:7][CH2:8][C:9]#[CH:10])=[N:21][CH2:20][CH2:19][S:18][CH2:17][C:12]1[CH:13]=[CH:14][CH:15]=[CH:16][N:11]=1)#[N:2]. Reported procedure: The product of Step A is reacted with about an equimolar amount of 2-[(2-pyridyl)methylthio]ethylamine in a nonreactive solvent to give after workup, the title product.